describe an organic reaction: reactants, conditions, products, and yield From a dataset of the Open Reaction Database (ORD), a public repository of structured organic reaction records. As a reaction SMILES: [C:1]([CH2:2][CH2:3][CH2:4][CH2:5][CH2:6][CH2:7][CH2:8][CH2:9][CH2:10][CH2:11][CH2:12][CH2:13][CH2:14][CH2:15][CH2:16][CH2:17][CH3:18])(=[O:19])[NH:20][CH:21]([C:22](=[O:23])[O:24][CH3:25])[CH2:26][O:27][CH:28]1[CH:29]([O:30][C:31]([c:32]2[cH:33][cH:34][cH:35][cH:36][cH:37]2)=[O:38])[CH:39]([O:40][C:41]([c:42]2[cH:43][cH:44][cH:45][cH:46][cH:47]2)=[O:48])[CH:49]([O:50][C:51]([c:52]2[cH:53][cH:54][cH:55][cH:56][cH:57]2)=[O:58])[CH:59]([CH2:61][O:62][C:63]([c:64]2[cH:65][cH:66][cH:67][cH:68][cH:69]2)=[O:70])[O:60]1.[CH:73]([Cl:74])([Cl:75])[Cl:76].[I-:71].[Li+:72].[cH:77]1[cH:78][cH:79][n:80][cH:81][cH:82]1>>[C:1]([CH2:2][CH2:3][CH2:4][CH2:5][CH2:6][CH2:7][CH2:8][CH2:9][CH2:10][CH2:11][CH2:12][CH2:13][CH2:14][CH2:15][CH2:16][CH2:17][CH3:18])(=[O:19])[NH:20][CH:21]([C:22](=[O:23])[OH:24])[CH2:26][O:27][CH:28]1[CH:29]([O:30][C:31]([c:32]2[cH:33][cH:34][cH:35][cH:36][cH:37]2)=[O:38])[CH:39]([O:40][C:41]([c:42]2[cH:43][cH:44][cH:45][cH:46][cH:47]2)=[O:48])[CH:49]([O:50][C:51]([c:52]2[cH:53][cH:54][cH:55][cH:56][cH:57]2)=[O:58])[CH:59]([CH2:61][O:62][C:63]([c:64]2[cH:65][cH:66][cH:67][cH:68][cH:69]2)=[O:70])[O:60]1. Reactants: CCCCCCCCCCCCCCCCCC(=O)NC(COC1OC(COC(=O)c2ccccc2)C(OC(=O)c2ccccc2)C(OC(=O)c2ccccc2)C1OC(=O)c1ccccc1)C(=O)OC, ClC(Cl)Cl, [I-], [Li+], c1ccncc1. The product is CCCCCCCCCCCCCCCCCC(=O)NC(COC1OC(COC(=O)c2ccccc2)C(OC(=O)c2ccccc2)C(OC(=O)c2ccccc2)C1OC(=O)c1ccccc1)C(=O)O. Starting materials: CO, O=Cc1nc2c(cc1Cl)OCC(=O)N2, ClCCl, COc1cnc2ccc(=O)n(CCN3CCCC(CN)C3)c2c1, [Na+], [Na+], O=S(=O)([O-])[O-]. Product: COc1cnc2ccc(=O)n(CCN3CCCC(CNCc4nc5c(cc4Cl)OCC(=O)N5)C3)c2c1. Reaction SMILES: [CH3:45][OH:46].[Cl:24][c:25]1[cH:26][c:27]2[c:32]([n:33][c:34]1[CH:35]=[O:36])[NH:31][C:30](=[O:37])[CH2:29][O:28]2.[Cl:47][CH2:48][Cl:49].[NH2:1][CH2:2][CH:3]1[CH2:4][N:5]([CH2:9][CH2:10][n:11]2[c:12](=[O:23])[cH:13][cH:14][c:15]3[n:16][cH:17][c:18]([O:21][CH3:22])[cH:19][c:20]23)[CH2:6][CH2:7][CH2:8]1.[Na+:38].[Na+:39].[O-:40][S:41](=[O:42])(=[O:43])[O-:44]>>[NH:1]([CH2:2][CH:3]1[CH2:4][N:5]([CH2:9][CH2:10][n:11]2[c:12](=[O:23])[cH:13][cH:14][c:15]3[n:16][cH:17][c:18]([O:21][CH3:22])[cH:19][c:20]23)[CH2:6][CH2:7][CH2:8]1)[CH2:35][c:34]1[c:25]([Cl:24])[cH:26][c:27]2[c:32]([n:33]1)[NH:31][C:30](=[O:37])[CH2:29][O:28]2. The reactants are CCN(C(C)C)C(C)C (DIPEA), Cl.Cl.NCC=1NC2=C(N1)C=CC=C2 (2-(Aminomethyl)benzimidazole dihydrochloride), C1=CC=C(C=C1)C(=O)N=C=S (benzoyl isothiocyante). Run in ClCCl (dichloromethane). Reaction conditions: time 5 minute. Product: N1C(=NC2=C1C=CC=C2)CNC(=S)N (N-(1H-benzimidazol-2-ylmethyl)thiourea). Isolated yield 61.4%. As a reaction SMILES: Cl.Cl.[NH2:3][CH2:4][C:5]1[NH:6][C:7]2[CH:13]=[CH:12][CH:11]=[CH:10][C:8]=2[N:9]=1.CCN(C(C)C)C(C)C.C1C=CC(C([N:31]=[C:32]=[S:33])=O)=CC=1>ClCCl>[NH:9]1[C:8]2[CH:10]=[CH:11][CH:12]=[CH:13][C:7]=2[N:6]=[C:5]1[CH2:4][NH:3][C:32]([NH2:31])=[S:33] |f:0.1.2|. Procedure: To a suspension of 2-(Aminomethyl)benzimidazole dihydrochloride (0.66 g, 3.0 mmol) in dichloromethane (10 mL) was added DIPEA (1.05 mL, 6.0 mmol). The reaction mixture was stirred for 5 minutes and then benzoyl isothiocyante (0.44 mL, 3.3 mmol) was added dropwise. The resulting mixture was stirred for 1 h and then evaporated in vacuo. Ammonia (saturated, in MeOH, 15 mL) was added to the residue. After 4 h the reaction mixture was evaporated. Addition of CH2Cl2 to the residue afforded a solid, wh... The reactants are COC1=CC=C(C=C2C(NC(N2)=O)=O)C=C1 (5-(4-methoxy-benzylidene)-hydantoin). Reagents/catalysts: [Ni] (Raney-nickel). Run in [OH-].[Na+] (sodium hydroxide). The product is COC1=CC=C(CC2C(NC(N2)=O)=O)C=C1 (5-(4-methoxy-benzyl)-hydantoin). Isolated yield 82.0%. As a reaction SMILES: [CH3:1][O:2][C:3]1[CH:16]=[CH:15][C:6]([CH:7]=[C:8]2[NH:12][C:11](=[O:13])[NH:10][C:9]2=[O:14])=[CH:5][CH:4]=1>[OH-].[Na+].[Ni]>[CH3:1][O:2][C:3]1[CH:4]=[CH:5][C:6]([CH2:7][CH:8]2[NH:12][C:11](=[O:13])[NH:10][C:9]2=[O:14])=[CH:15][CH:16]=1 |f:1.2|. Reported procedure: 218.2 g (1 mole) of 5-(4-methoxy-benzylidene)-hydantoin are dissolved in 2 l of a N sodium hydroxide solution and 50 g of wet Raney-nickel are added. The reaction mixture is worked up according to Example 6. Thus 180.6 g of the desired compound are obtained, yield 82 %. Mp.: 174° C.